Dataset: the Open Reaction Database (ORD), a public repository of structured organic reaction records. Task: describe an organic reaction: reactants, conditions, products, and yield The reactants are [O-]S(=O)(=O)[O-].[Na+].[Na+] (Na2SO4), DISAL-H, ClC=1C=C(C=CC1)NC1=C2C(=NC=N1)NN=C2N=CC2=CC=C(C=C2)C=2C=NC=CC2 (4-(3-chloro-phenylamino)-3-{[4-(pyrid-3-yl)-phenyl]-methyleneamino}-1H-pyrazolo[3,4-d]pyrimidine), C(C)(=O)OCC (ethyl acetate). Run in CO (methanol), O (water), CN1CCN(C1=O)C (DMEU). Run at time 60 minute. Yields the product ClC=1C=C(C=CC1)NC1=C2C(=NC=N1)NN=C2NCC2=CC=C(C=C2)C=2C=NC=CC2 (4-(3-chloro-phenylamino)-3-[4-(pyrid-3-yl)-benzylamino]-1H-pyrazolo[3,4-d]pyrimidine). Reaction SMILES: [Cl:1][C:2]1[CH:3]=[C:4]([NH:8][C:9]2[N:14]=[CH:13][N:12]=[C:11]3[NH:15][N:16]=[C:17]([N:18]=[CH:19][C:20]4[CH:25]=[CH:24][C:23]([C:26]5[CH:27]=[N:28][CH:29]=[CH:30][CH:31]=5)=[CH:22][CH:21]=4)[C:10]=23)[CH:5]=[CH:6][CH:7]=1.C(OCC)(=O)C.[O-]S([O-])(=O)=O.[Na+].[Na+]>CN1C(=O)N(C)CC1.CO.O>[Cl:1][C:2]1[CH:3]=[C:4]([NH:8][C:9]2[N:14]=[CH:13][N:12]=[C:11]3[NH:15][N:16]=[C:17]([NH:18][CH2:19][C:20]4[CH:25]=[CH:24][C:23]([C:26]5[CH:27]=[N:28][CH:29]=[CH:30][CH:31]=5)=[CH:22][CH:21]=4)[C:10]=23)[CH:5]=[CH:6][CH:7]=1 |f:2.3.4|. Procedure details: With ice-cooling, 10.3 ml (10.3 mmol) of DISAL-H are added to 550 mg (1.29 mmol) of 4-(3-chloro-phenylamino)-3-{[4-(pyrid-3-yl)-phenyl]-methyleneamino}-1H-pyrazolo[3,4-d]pyrimidine that have been dissolved in 25 ml of DMEU and the reaction mixture is stirred for 60 min. 15 ml of ethyl acetate are added and the mixture is stirred for 5 min and diluted with 300 ml of methanol and 1 ml of water; 20 g of Na2SO4 are added and after 15 min the mixture is filtered and the filtrate is concentrated by ev... Starting materials: FC=1C=CC(=NC1C)C=1C(NC(N(C1)CCCN1C[C@]2(C[C@H]2C1)C1=CC=C(C=C1)C(F)(F)F)=O)=O (5-(5-fluoro-6-methyl-2-pyridinyl)-1-(3-{(1S,5R)-1-[4-(trifluoromethyl)phenyl]-3-azabicyclo[3.1.0]hex-3-yl}propyl)-2,4(1H,3H)-pyrimidinedione), Cl (HCl). The solvent is O1CCOCC1 (dioxane), O1CCOCC1 (dioxane). The product is Cl.Cl.FC=1C=CC(=NC1C)C=1C(NC(N(C1)CCCN1C[C@]2(C[C@H]2C1)C1=CC=C(C=C1)C(F)(F)F)=O)=O (5-(5-fluoro-6-methyl-2-pyridinyl)-1-(3-{(1S,5R)-1-[4-(trifluoromethyl)phenyl]-3-azabicyclo[3.1.0]hex-3-yl}propyl)-2,4(1H,3H)-pyrimidinedione dihydrochloride). The yield is 5.0%. Reaction SMILES: [F:1][C:2]1[CH:3]=[CH:4][C:5]([C:9]2[C:10](=[O:35])[NH:11][C:12](=[O:34])[N:13]([CH2:15][CH2:16][CH2:17][N:18]3[CH2:23][C@H:22]4[C@:20]([C:24]5[CH:29]=[CH:28][C:27]([C:30]([F:33])([F:32])[F:31])=[CH:26][CH:25]=5)([CH2:21]4)[CH2:19]3)[CH:14]=2)=[N:6][C:7]=1[CH3:8].[ClH:36]>O1CCOCC1>[ClH:36].[ClH:36].[F:1][C:2]1[CH:3]=[CH:4][C:5]([C:9]2[C:10](=[O:35])[NH:11][C:12](=[O:34])[N:13]([CH2:15][CH2:16][CH2:17][N:18]3[CH2:23][C@H:22]4[C@:20]([C:24]5[CH:25]=[CH:26][C:27]([C:30]([F:32])([F:33])[F:31])=[CH:28][CH:29]=5)([CH2:21]4)[CH2:19]3)[CH:14]=2)=[N:6][C:7]=1[CH3:8] |f:3.4.5|. Procedure details: 5-(5-fluoro-6-methyl-2-pyridinyl)-1-(3-{(1S,5R)-1-[4-(trifluoromethyl)phenyl]-3-azabicyclo[3.1.0]hex-3-yl}propyl)-2,4(1H,3H)-pyrimidinedione (8 mg) was dissolved in dioxane and then a solution of 4N HCl in dioxane (2 eq) was added to give the title compound as pale yellow solid (8 mg, 5% yield) Reactants: COC(=O)c1cccc(CNC(=O)c2cccc3c2cnn3-c2ccc(F)cc2)c1, CCO, [Na+], [OH-]. Yields the product O=C(O)c1cccc(CNC(=O)c2cccc3c2cnn3-c2ccc(F)cc2)c1. RXN SMILES: [CH3:1][O:2][C:3]([c:4]1[cH:5][c:6]([CH2:10][NH:11][C:12](=[O:13])[c:14]2[c:15]3[cH:16][n:17][n:18](-[c:23]4[cH:24][cH:25][c:26]([F:29])[cH:27][cH:28]4)[c:19]3[cH:20][cH:21][cH:22]2)[cH:7][cH:8][cH:9]1)=[O:30].[CH3:33][CH2:34][OH:35].[Na+:32].[OH-:31]>>[O:2]=[C:3]([c:4]1[cH:5][c:6]([CH2:10][NH:11][C:12](=[O:13])[c:14]2[c:15]3[cH:16][n:17][n:18](-[c:23]4[cH:24][cH:25][c:26]([F:29])[cH:27][cH:28]4)[c:19]3[cH:20][cH:21][cH:22]2)[cH:7][cH:8][cH:9]1)[OH:30]. The reactants are CC(C)(CC(=O)N1CCC(c2ccc(NC(=O)c3nc(C#N)c[nH]3)c(C3=CCCCC3)c2)CC1)NC(=O)OC(C)(C)C, CCO, ClCCl, O=C(O)C(F)(F)F. Yields the product O=C(O)C(F)(F)F, CC(C)(N)CC(=O)N1CCC(c2ccc(NC(=O)c3nc(C#N)c[nH]3)c(C3=CCCCC3)c2)CC1. As a reaction SMILES: [C:1]([O:2][C:3](=[O:4])[NH:7][C:8]([CH2:9][C:10](=[O:11])[N:12]1[CH2:13][CH2:14][CH:15]([c:18]2[cH:19][c:20]([C:34]3=[CH:35][CH2:36][CH2:37][CH2:38][CH2:39]3)[c:21]([NH:24][C:25](=[O:26])[c:27]3[nH:28][cH:29][c:30]([C:32]#[N:33])[n:31]3)[cH:22][cH:23]2)[CH2:16][CH2:17]1)([CH3:40])[CH3:41])([CH3:5])([CH3:6])[CH3:42].[CH3:43][CH2:44][OH:45].[Cl:53][CH2:54][Cl:55].[F:46][C:47]([C:48](=[O:49])[OH:50])([F:51])[F:52]>>[F:46][C:47]([C:48](=[O:49])[OH:50])([F:51])[F:52].[NH2:7][C:8]([CH2:9][C:10](=[O:11])[N:12]1[CH2:13][CH2:14][CH:15]([c:18]2[cH:19][c:20]([C:34]3=[CH:35][CH2:36][CH2:37][CH2:38][CH2:39]3)[c:21]([NH:24][C:25](=[O:26])[c:27]3[nH:28][cH:29][c:30]([C:32]#[N:33])[n:31]3)[cH:22][cH:23]2)[CH2:16][CH2:17]1)([CH3:40])[CH3:41]. Starting materials: COC(=O)c1cc(Br)ccc1O, O=C([O-])[O-], CC(C)=O, [K+], [K+], CC(=O)[O-], CC(=O)[O-], O, OB(O)c1ccccc1, [Pd+2], [Pd]. The product is COC(=O)c1cc(-c2ccccc2)ccc1O. As a reaction SMILES: [Br:10][c:11]1[cH:12][cH:13][c:14]([OH:21])[c:15]([C:16](=[O:17])[O:18][CH3:19])[cH:20]1.[C:23](=[O:24])([O-:25])[O-:26].[CH3:29][C:30](=[O:31])[CH3:32].[K+:27].[K+:28].[O-:34][C:35]([CH3:36])=[O:37].[O-:38][C:39]([CH3:40])=[O:41].[OH2:22].[OH:1][B:2]([OH:3])[c:4]1[cH:5][cH:6][cH:7][cH:8][cH:9]1.[Pd+2:33].[Pd:42]>>[c:4]1(-[c:11]2[cH:12][cH:13][c:14]([OH:21])[c:15]([C:16](=[O:17])[O:18][CH3:19])[cH:20]2)[cH:5][cH:6][cH:7][cH:8][cH:9]1. The reactants are ClC1=C(C(=O)O)C=CC(=C1)NC(=O)C1=CC=C2CCCN(C2=C1)S(=O)(=O)C1=CC(=CC(=C1)Cl)Cl (2-Chloro-4-{[1-(3,5-dichloro-benzenesulfonyl)-1,2,3,4-tetrahydro-quinoline-7-carbonyl]-amino}-benzoic acid), ClC=1C=C(C=C(C1)Cl)S(=O)(=O)Cl (3,5-dichloro-benzenesulfonyl chloride). Procedure: 2-Chloro-4-{[1-(3,5-dichloro-benzenesulfonyl)-1,2,3,4-tetrahydro-quinoline-7-carbonyl]-amino}-benzoic acid, m/z (ES+): 539.17 (M+H+.), was prepared in analogy to example 40, steps 1 to 5. Step 4 was performed using 3,5-dichloro-benzenesulfonyl chloride, yielding 2-chloro-4-{[1-(3,5-dichloro-benzenesulfonyl)-1,2,3,4-tetrahydro-quinoline-7-carbonyl]-amino}-benzoic acid methyl ester, which was hydrolyzed in step 5. Reaction SMILES: [Cl:1][C:2]1[CH:10]=[C:9]([NH:11][C:12]([C:14]2[CH:23]=[C:22]3[C:17]([CH2:18][CH2:19][CH2:20][N:21]3[S:24]([C:27]3[CH:32]=[C:31]([Cl:33])[CH:30]=[C:29]([Cl:34])[CH:28]=3)(=[O:26])=[O:25])=[CH:16][CH:15]=2)=[O:13])[CH:8]=[CH:7][C:3]=1[C:4]([OH:6])=[O:5].Cl[C:36]1C=C(S(Cl)(=O)=O)C=C(Cl)C=1>>[CH3:36][O:5][C:4](=[O:6])[C:3]1[CH:7]=[CH:8][C:9]([NH:11][C:12]([C:14]2[CH:23]=[C:22]3[C:17]([CH2:18][CH2:19][CH2:20][N:21]3[S:24]([C:27]3[CH:32]=[C:31]([Cl:33])[CH:30]=[C:29]([Cl:34])[CH:28]=3)(=[O:26])=[O:25])=[CH:16][CH:15]=2)=[O:13])=[CH:10][C:2]=1[Cl:1]. Product: COC(C1=C(C=C(C=C1)NC(=O)C1=CC=C2CCCN(C2=C1)S(=O)(=O)C1=CC(=CC(=C1)Cl)Cl)Cl)=O (2-chloro-4-{[1-(3,5-dichloro-benzenesulfonyl)-1,2,3,4-tetrahydro-quinoline-7-carbonyl]-amino}-benzoic acid methyl ester). The product is COc1nc(OC)nc(Oc2cccc(Cl)c2C(=O)O)n1. As a reaction SMILES: [CH3:29][CH2:30][OH:31].[CH3:32][C:33](=[O:34])[OH:35].[Cl:1][c:2]1[cH:3][cH:4][cH:5][c:6]([O:18][c:19]2[n:20][c:21]([O:27][CH3:28])[n:22][c:23]([O:25][CH3:26])[n:24]2)[c:7]1[C:8](=[O:9])[O:10][CH2:11][c:12]1[cH:13][cH:14][cH:15][cH:16][cH:17]1>>[Cl:1][c:2]1[cH:3][cH:4][cH:5][c:6]([O:18][c:19]2[n:20][c:21]([O:27][CH3:28])[n:22][c:23]([O:25][CH3:26])[n:24]2)[c:7]1[C:8](=[O:9])[OH:10]. Reactants: CCO, CC(=O)O, COc1nc(OC)nc(Oc2cccc(Cl)c2C(=O)OCc2ccccc2)n1. The reactants are O=C([O-])[O-], CN(C)C=O, CCOC(C)=O, N#Cc1cc(Cl)cc(Oc2c(C(F)(F)F)cc[nH]c2=O)c1, [K+], [K+], NS(=O)(=O)c1ccc(NC(=O)CBr)c(Cl)c1. Yields the product N#Cc1cc(Cl)cc(Oc2c(C(F)(F)F)ccn(CC(=O)Nc3ccc(S(N)(=O)=O)cc3Cl)c2=O)c1. Reaction SMILES: [C:22](=[O:23])([O-:24])[O-:25].[CH3:44][N:45]([CH3:46])[CH:47]=[O:48].[CH3:49][CH2:50][O:51][C:52](=[O:53])[CH3:54].[Cl:1][c:2]1[cH:3][c:4]([C:5]#[N:6])[cH:7][c:8]([O:10][c:11]2[c:12](=[O:21])[nH:13][cH:14][cH:15][c:16]2[C:17]([F:18])([F:19])[F:20])[cH:9]1.[K+:26].[K+:27].[NH2:28][S:29](=[O:30])(=[O:31])[c:32]1[cH:33][c:34]([Cl:43])[c:35]([NH:38][C:39]([CH2:40][Br:41])=[O:42])[cH:36][cH:37]1>>[Cl:1][c:2]1[cH:3][c:4]([C:5]#[N:6])[cH:7][c:8]([O:10][c:11]2[c:12](=[O:21])[n:13]([CH2:40][C:39]([NH:38][c:35]3[c:34]([Cl:43])[cH:33][c:32]([S:29]([NH2:28])(=[O:30])=[O:31])[cH:37][cH:36]3)=[O:42])[cH:14][cH:15][c:16]2[C:17]([F:18])([F:19])[F:20])[cH:9]1.